This data is from the Open Reaction Database (ORD), a public repository of structured organic reaction records. The task is: describe an organic reaction: reactants, conditions, products, and yield The reactants are NC1=NC=C(N=C1Br)Br (2-amino-3,5-dibromopyrazine), ClC1=C(CN)C(=CC=C1F)F (2-chloro-3,6-difluorobenzylamine), ClC=1C=CC(=C(CN)C1)C(F)(F)F (5-chloro-2-trifluoromethyl-benzylamine). The product is BrC1=CN=C2C(=N1)N(CCN2)CC2=C(C=CC(=C2)Cl)C(F)(F)F (7-bromo-1-[5-chloro-2-(trifluoromethyl)benzyl]-1,2,3,4-tetrahydropyrazino[2,3-b]pyrazine). Reaction SMILES: [NH2:1][C:2]1[C:7](Br)=[N:6][C:5]([Br:9])=[CH:4][N:3]=1.Cl[C:11]1C(F)=CC=C(F)[C:12]=1CN.[Cl:21][C:22]1[CH:23]=[CH:24][C:25]([C:30]([F:33])([F:32])[F:31])=[C:26]([CH:29]=1)[CH2:27][NH2:28]>>[Br:9][C:5]1[N:6]=[C:7]2[N:28]([CH2:27][C:26]3[CH:29]=[C:22]([Cl:21])[CH:23]=[CH:24][C:25]=3[C:30]([F:31])([F:32])[F:33])[CH2:11][CH2:12][NH:1][C:2]2=[N:3][CH:4]=1. Procedure: 7-bromo-1-[5-chloro-2-(trifluoromethyl)benzyl]-1,2,3,4-tetrahydropyrazino[2,3-b]pyrazine was prepared as described in Example 1 from 2-amino-3,5-dibromopyrazine as described in Example 1 by replacing 2-chloro-3,6-difluorobenzylamine in step 1 with 5-chloro-2-trifluoromethyl-benzylamine.